From a dataset of the Open Reaction Database (ORD), a public repository of structured organic reaction records. describe an organic reaction: reactants, conditions, products, and yield The reactants are CN(C)C=O, OCCCCl, COc1ccc(F)cc1CCl, [H-], [Na+]. The product is COc1ccc(F)cc1COCCCCl. As a reaction SMILES: [CH3:19][N:20]([CH3:21])[CH:22]=[O:23].[Cl:12][CH2:13][CH2:14][CH2:15][OH:16].[Cl:1][CH2:2][c:3]1[c:4]([O:10][CH3:11])[cH:5][cH:6][c:7]([F:9])[cH:8]1.[H-:17].[Na+:18]>>[CH2:2]([c:3]1[c:4]([O:10][CH3:11])[cH:5][cH:6][c:7]([F:9])[cH:8]1)[O:16][CH2:15][CH2:14][CH2:13][Cl:12]. The reactants are resultant mixture, aqueous solution, [OH-].[Na+] (sodium hydroxide), C(C=C)N(C(C(=O)OC)=O)CC=C (methyl N,N-di-allyloxamate). Run in CO (methanol). Product: C(C=C)N(C(C(=O)O)=O)CC=C (N,N-di-allyloxamic acid). Isolated yield 83.0%. As a reaction SMILES: [CH2:1]([N:4]([CH2:11][CH:12]=[CH2:13])[C:5](=[O:10])[C:6]([O:8]C)=[O:7])[CH:2]=[CH2:3].[OH-].[Na+]>CO>[CH2:11]([N:4]([CH2:1][CH:2]=[CH2:3])[C:5](=[O:10])[C:6]([OH:8])=[O:7])[CH:12]=[CH2:13] |f:1.2|. Procedure details: 600 mg of methyl N,N-di-allyloxamate was dissolved in 20 ml of methanol. The resulting solution was stirred under ice-cooling, to which 15 ml of 1N aqueous solution of sodium hydroxide was added dropwise. After completion of the dropwise addition, the resultant mixture was stirred for 1 hour at room temperature. The resulting reaction solution was distilled to a volume of about 10 ml at room temperature under reduced pressure. The concentrated solution was adjusted to pH 4 by addition of 1N HCl,... Starting materials: CC(C)(C)OC(=O)NC(CO)C(=O)O, CN(C)C=O, O=[N+]([O-])c1ccccc1F, [H-], [H][H], [Na+], O. The product is CC(C)(C)OC(=O)NC(COc1ccccc1[N+](=O)[O-])C(=O)O. As a reaction SMILES: [C:3](=[O:4])([O:5][C:6]([CH3:7])([CH3:8])[CH3:9])[NH:10][CH:11]([CH2:12][OH:13])[C:14](=[O:15])[OH:16].[CH3:29][N:30]([CH3:31])[CH:32]=[O:33].[F:19][c:20]1[c:21]([N+:26](=[O:27])[O-:28])[cH:22][cH:23][cH:24][cH:25]1.[H-:1].[H:17][H:18].[Na+:2].[OH2:34]>>[C:3](=[O:4])([O:5][C:6]([CH3:7])([CH3:8])[CH3:9])[NH:10][CH:11]([CH2:12][O:13][c:20]1[c:21]([N+:26](=[O:27])[O-:28])[cH:22][cH:23][cH:24][cH:25]1)[C:14](=[O:15])[OH:16]. Starting materials: CCc1ccc(Br)c(CC)c1CCl, CN(C)C=O, CCOC(C)=O, N#C[Na], C1CCOC1. The product is CCc1ccc(Br)c(CC)c1CC#N. Reaction SMILES: [Br:1][c:2]1[c:3]([CH2:12][CH3:13])[c:4]([CH2:10][Cl:11])[c:5]([CH2:8][CH3:9])[cH:6][cH:7]1.[CH3:17][N:18]([CH3:19])[CH:20]=[O:21].[CH3:27][CH2:28][O:29][C:30](=[O:31])[CH3:32].[Na:14][C:15]#[N:16].[O:22]1[CH2:23][CH2:24][CH2:25][CH2:26]1>>[Br:1][c:2]1[c:3]([CH2:12][CH3:13])[c:4]([CH2:10][C:15]#[N:16])[c:5]([CH2:8][CH3:9])[cH:6][cH:7]1. The reactants are C(CCC)C1(C(C2=CC=C(C=C2C1)OC)=O)CCC(CC)=O (2-butyl-5-methoxy-2-(3-oxo-pentyl)-1-indanone). Solvent: C(C)(=O)O (acetic acid), Cl (HCl). Run at temperature 100 celsius. Product: C(CCC)C12CC3=CC(=CC=C3C2=C(C(CC1)=O)C)OC (9a-butyl-7-methoxy-4-methyl-1,2,9,9a-tetrahydro-3H-fluoren-3-one). Yield: 95.4%. RXN SMILES: [CH2:1]([C:5]1([CH2:17][CH2:18][C:19](=[O:22])[CH2:20][CH3:21])[CH2:13][C:12]2[C:7](=[CH:8][CH:9]=[C:10]([O:14][CH3:15])[CH:11]=2)[C:6]1=O)[CH2:2][CH2:3][CH3:4]>C(O)(=O)C.Cl>[CH2:1]([C:5]12[CH2:17][CH2:18][C:19](=[O:22])[C:20]([CH3:21])=[C:6]1[C:7]1[C:12](=[CH:11][C:10]([O:14][CH3:15])=[CH:9][CH:8]=1)[CH2:13]2)[CH2:2][CH2:3][CH3:4]. Reported procedure: A solution of 2-butyl-5-methoxy-2-(3-oxo-pentyl)-1-indanone (84 mg, 0.28 mmol) in acetic acid (0.5 mL) and 6N HCl (0.5 mL) was stirred and heated in an oil bath at 100° C. for 21 hours. After cooling to room temperature, the reaction mixture was partitioned between EtOAc (20 mL) and water (20 mL). The organic phase was washed with water (10 mL), 5% NaHCO3 (20 mL), and brine (10 mL), dried over MgSO4, filtered, and evaporated under vacuum to afford 9a-butyl-7-methoxy-4-methyl-1,2,9,9a-tetrahydro-...